This data is from the Open Reaction Database (ORD), a public repository of structured organic reaction records. The task is: describe an organic reaction: reactants, conditions, products, and yield Starting materials: C(C1=CC=CC=C1)N (monobenzylamine), C(C1=CC=CC=C1)OC(=O)N[C@@H](CO)C(=O)N[C@@H](C)C(=O)N[C@@H](C)P(O)(O)=O ((1R)-1-[(N-benzyloxycarbonyl-L-seryl-L-alanyl)amino]-ethylphosphonic acid). Product: N[C@@H](CO)C(=O)N[C@@H](C)C(=O)N[C@@H](C)P(O)(O)=O ((1R)-1-(L-seryl-L-alanylamino)-ethylphosphonic acid). Reaction SMILES: C(N)C1C=CC=CC=1.C(OC([NH:19][C@H:20]([C:23]([NH:25][C@H:26]([C:28]([NH:30][C@H:31]([P:33](=[O:36])([OH:35])[OH:34])[CH3:32])=[O:29])[CH3:27])=[O:24])[CH2:21][OH:22])=O)C1C=CC=CC=1>>[NH2:19][C@H:20]([C:23]([NH:25][C@H:26]([C:28]([NH:30][C@H:31]([P:33](=[O:34])([OH:36])[OH:35])[CH3:32])=[O:29])[CH3:27])=[O:24])[CH2:21][OH:22]. Procedure details: In a manner analogous to that described in Example 3(ii) from the monobenzylamine salt of (1R)-1-[(N-benzyloxycarbonyl-L-seryl-L-alanyl)amino]-ethylphosphonic acid there was obtained (1R)-1-(L-seryl-L-alanylamino)-ethylphosphonic acid of melting point 256°-257° C. (decomposition); [α]D20 =-61.4°; [α]36520 =-222° (c=0.5% in water). Starting materials: O=C(CBr)Nc1ccc(Cl)cn1, O=C([O-])[O-], CC(C)N1CCC(NC(=O)c2c[nH]c(C(=O)OCc3ccccc3)c2)CC1, [Cs+], [Cs+], CN(C)C=O. Yields the product CC(C)N1CCC(NC(=O)c2cc(C(=O)OCc3ccccc3)n(CC(=O)Nc3ccc(Cl)cn3)c2)CC1. As a reaction SMILES: [Br:34][CH2:35][C:36](=[O:37])[NH:38][c:39]1[n:40][cH:41][c:42]([Cl:45])[cH:43][cH:44]1.[C:28](=[O:29])([O-:30])[O-:31].[CH2:1]([c:2]1[cH:3][cH:4][cH:5][cH:6][cH:7]1)[O:8][C:9](=[O:10])[c:11]1[nH:12][cH:13][c:14]([C:16]([NH:17][CH:18]2[CH2:19][CH2:20][N:21]([CH:24]([CH3:25])[CH3:26])[CH2:22][CH2:23]2)=[O:27])[cH:15]1.[Cs+:32].[Cs+:33].[O:46]=[CH:47][N:48]([CH3:49])[CH3:50]>>[CH2:1]([c:2]1[cH:3][cH:4][cH:5][cH:6][cH:7]1)[O:8][C:9](=[O:10])[c:11]1[n:12]([CH2:35][C:36](=[O:37])[NH:38][c:39]2[n:40][cH:41][c:42]([Cl:45])[cH:43][cH:44]2)[cH:13][c:14]([C:16]([NH:17][CH:18]2[CH2:19][CH2:20][N:21]([CH:24]([CH3:25])[CH3:26])[CH2:22][CH2:23]2)=[O:27])[cH:15]1.